This data is from the Open Reaction Database (ORD), a public repository of structured organic reaction records. The task is: describe an organic reaction: reactants, conditions, products, and yield Reactants: Cl.Cl.CNC(=O)C1=CC=CC=2SC(=CC21)C2=NC(=NC=C2Cl)NCCCC2(CCNCC2)CC (2-{5-chloro-2-[3-(4-ethylpiperidin-4-yl)-propylamino]-pyrimidin-4-yl}-benzo[b]thiophene-4-carboxylic acid methylamide di-hydrochloride), Cl.Cl.C1(CC1)NC(=O)C1=CC=CC=2SC(=CC21)C2=NC(=NC=C2Cl)NCCCC2(CCN(CC2)C)CC (2-{5-chloro-2-[3-(4-ethyl-1-methylpiperidin-4-yl)-propylamino]-pyrimidin-4-yl}-benzo[b]thiophene-4-carboxylic acid cyclopropylamide di-hydrochloride). The product is Cl.Cl.CNC(=O)C1=CC=CC=2SC(=CC21)C2=NC(=NC=C2Cl)NCCCC2(CCN(CC2)C)CC (2-{5-Chloro-2-[3-(4-ethyl-1-methylpiperidin-4-yl)-propylamino]-pyrimidin-4-yl}-benzo[b]thiophene-4-carboxylic acid methylamide di-hydrochloride). Reaction SMILES: Cl.Cl.[CH:3]1([NH:6][C:7]([C:9]2[C:17]3[CH:16]=[C:15]([C:18]4[C:23]([Cl:24])=[CH:22][N:21]=[C:20]([NH:25][CH2:26][CH2:27][CH2:28][C:29]5([CH2:36][CH3:37])[CH2:34][CH2:33][N:32]([CH3:35])[CH2:31][CH2:30]5)[N:19]=4)[S:14][C:13]=3[CH:12]=[CH:11][CH:10]=2)=[O:8])CC1.Cl.Cl.CNC(C1C2C=C(C3C([Cl:59])=CN=C(NCCCC4(CC)CCNCC4)N=3)SC=2C=CC=1)=O>>[ClH:24].[ClH:59].[CH3:3][NH:6][C:7]([C:9]1[C:17]2[CH:16]=[C:15]([C:18]3[C:23]([Cl:24])=[CH:22][N:21]=[C:20]([NH:25][CH2:26][CH2:27][CH2:28][C:29]4([CH2:36][CH3:37])[CH2:34][CH2:33][N:32]([CH3:35])[CH2:31][CH2:30]4)[N:19]=3)[S:14][C:13]=2[CH:12]=[CH:11][CH:10]=1)=[O:8] |f:0.1.2,3.4.5,6.7.8|. Procedure: Using the method of 2-{5-chloro-2-[3-(4-ethyl-1-methylpiperidin-4-yl)-propylamino]-pyrimidin-4-yl}-benzo[b]thiophene-4-carboxylic acid cyclopropylamide di-hydrochloride, the title compound is synthesized from 2-{5-chloro-2-[3-(4-ethylpiperidin-4-yl)-propylamino]-pyrimidin-4-yl}-benzo[b]thiophene-4-carboxylic acid methylamide di-hydrochloride and isolated as a yellow solid. ES+(m/z) 486 (35Cl) and 488 (37Cl) [M(free base)+H]. Starting materials: FC1=CC=C2C(=NN(C2=C1)C)C=1N=C2C(=NC1)NC=C2C(=O)O (2-(6-fluoro-1-methyl-1H-indazol-3-yl)-5H-pyrrolo[2,3-b]pyrazine-7-carboxylic acid), CCN=C=NCCCN(C)C (EDCI), O (water), Cl.CC1(CCCCC1)N (1-methylcyclohexanamine hydrochloride). The reagents and catalysts are CN(C)C=1C=CN=CC1 (DMAP). Solvent: CN(C)C=O (DMF). Reaction conditions: time 16 hour. Product: FC1=CC=C2C(=NN(C2=C1)C)C=1N=C2C(=NC1)NC=C2C(=O)NC2(CCCCC2)C (2-(6-fluoro-1-methyl-1H-indazol-3-yl)-N-(1-methylcyclohexyl)-5H-pyrrolo[2,3-b]pyrazine-7-carboxamide). The yield is 29.1%. Reaction SMILES: [F:1][C:2]1[CH:10]=[C:9]2[C:5]([C:6]([C:12]3[N:13]=[C:14]4[C:20]([C:21](O)=[O:22])=[CH:19][NH:18][C:15]4=[N:16][CH:17]=3)=[N:7][N:8]2[CH3:11])=[CH:4][CH:3]=1.CCN=C=NCCCN(C)C.Cl.[CH3:36][C:37]1([NH2:43])[CH2:42][CH2:41][CH2:40][CH2:39][CH2:38]1.O>CN(C=O)C.CN(C1C=CN=CC=1)C>[F:1][C:2]1[CH:10]=[C:9]2[C:5]([C:6]([C:12]3[N:13]=[C:14]4[C:20]([C:21]([NH:43][C:37]5([CH3:36])[CH2:42][CH2:41][CH2:40][CH2:39][CH2:38]5)=[O:22])=[CH:19][NH:18][C:15]4=[N:16][CH:17]=3)=[N:7][N:8]2[CH3:11])=[CH:4][CH:3]=1 |f:2.3|. Reported procedure: To a stirred solution of 2-(6-fluoro-1-methyl-1H-indazol-3-yl)-5H-pyrrolo[2,3-b]pyrazine-7-carboxylic acid (70 mg, 0.22 mmol) in 6 mL of DMF were added EDCI (64 mg, 0.33 mmol) and DMAP (42 mg, 0.34 mmol), followed by the addition of 1-methylcyclohexanamine hydrochloride (50 mg, 0.33 mmol) in one portion at room temperature and stirred for 16 hours. The reaction mixture was poured into 35 mL of water, and filtered to give a crude product, which was purified by preparative-HPLC (Gemini 5u C18 150×... The reactants are FC(C(C(=O)N)(C)C)(F)F (3,3,3-trifluoro-2,2-dimethyl-propionamide), O=P12OP3(=O)OP(=O)(O1)OP(=O)(O2)O3 (phosphorus pentoxide). Conditions: temperature 200 celsius. Yields the product FC(C(C#N)(C)C)(F)F (3,3,3-Trifluoro-2,2-dimethyl-propionitrile). Reaction SMILES: [F:1][C:2]([F:10])([F:9])[C:3]([CH3:8])([CH3:7])[C:4]([NH2:6])=O.O=P12OP3(OP(OP(O3)(O1)=O)(=O)O2)=O>>[F:1][C:2]([F:10])([F:9])[C:3]([CH3:8])([CH3:7])[C:4]#[N:6]. Procedure: A mixture of 3,3,3-trifluoro-2,2-dimethyl-propionamide (Stage 44.4) (121.2 mmol) and phosphorus pentoxide (121.2 mmol) was slowly heated to 200° C. and the resulting distillate collected. The title compound was obtained as a colorless liquid.